From a dataset of the Open Reaction Database (ORD), a public repository of structured organic reaction records. describe an organic reaction: reactants, conditions, products, and yield Starting materials: N(N)C1=NC2=CC=CC=C2C(N1)=O (2-Hydrazino-quinazolin-4-one), N(=O)O (nitrous acid), N(=O)[O-] (nitrite), Cl (hydrochloric acid), N(=O)[O-].[Na+] (NaNO2), N(=O)[O-].[Na+] (NaNO2). Procedure details: 2-Hydrazino-quinazolin-4-one (IIIb) (17.6 g; 0.1 mole), was suspended in 2 N-hydrochloric acid (78 ml; 0.156 mole) in a 600 ml beaker equipped with a thermometer and efficient stirrer. 15% w/v aqueous NaNO2 solution was added at such a rate that the temperature remained between 20° and 25° C., cooling with a water bath when necessary, until a small permanent excess of nitrous acid was present. The volume of the nitrite solution used was 63 ml (=9.45 g NaNO2 ; 0.137 mole). The reaction mixture wa... Product: N1=NN=C2N1C1=CC=CC=C1C(N2)=O (4,5-Dihydrotetrazolo[1,5-a]quinazolin-5-one). Reaction SMILES: [NH:1]([C:3]1[NH:12][C:11](=[O:13])[C:10]2[C:5](=[CH:6][CH:7]=[CH:8][CH:9]=2)[N:4]=1)[NH2:2].Cl.[N:15]([O-])=O.[Na+].N(O)=O.N([O-])=O>>[N:15]1[N:4]2[C:5]3[C:10]([C:11](=[O:13])[NH:12][C:3]2=[N:1][N:2]=1)=[CH:9][CH:8]=[CH:7][CH:6]=3 |f:2.3|. Conditions: time 1 hour. The reactants are ClC(C(O)O)(Cl)Cl (2,2,2-Trichloro-1,1-ethanediol), C(C1=CC=CC=C1)(=O)N (benzamide). The product is ClC(C(O)NC(C1=CC=CC=C1)=O)(Cl)Cl (N-(2,2,2-trichloro-1-hydroxyethyl)benzamide). Reaction SMILES: [Cl:1][C:2]([Cl:7])([Cl:6])[CH:3](O)[OH:4].[C:8]([NH2:16])(=[O:15])[C:9]1[CH:14]=[CH:13][CH:12]=[CH:11][CH:10]=1>>[Cl:1][C:2]([Cl:7])([Cl:6])[CH:3]([NH:16][C:8](=[O:15])[C:9]1[CH:14]=[CH:13][CH:12]=[CH:11][CH:10]=1)[OH:4]. Procedure: 2,2,2-Trichloro-1,1-ethanediol and benzamide were processed as described in Example 37C to provide the desired product. Starting materials: BrC1=NN(C2=CC=C(C=C12)C#N)C1OCCCC1 (3-bromo-1-perhydro-2H-pyran-2-yl-1H-indazole-5-carbonitrile), P(=O)([O-])([O-])[O-].[K+].[K+].[K+] (potassium phosphate), Cl (hydrochloric acid), COC=1C=C2C=CC(=CC2=CC1)B(O)O (6-methoxynaphthalene-2-boronic acid), ClCCl (dichloromethane). Run in CO (Methanol), COCCOC (ethylene glycol dimethyl ether). Run at temperature 45 celsius. Product: COC=1C=C2C=CC(=CC2=CC1)C1=NNC2=CC=C(C=C12)C(=O)N (3-(6-METHOXY-2-NAPHTHYL)-1H-INDAZOLE-5-CARBOXAMIDE). Isolated yield 45.3%. As a reaction SMILES: Br[C:2]1[C:10]2[C:5](=[CH:6][CH:7]=[C:8]([C:11]#[N:12])[CH:9]=2)[N:4](C2CCCCO2)[N:3]=1.[CH3:19][O:20][C:21]1[CH:22]=[C:23]2[C:28](=[CH:29][CH:30]=1)[CH:27]=[C:26](B(O)O)[CH:25]=[CH:24]2.ClCCl.P([O-])([O-])([O-])=[O:38].[K+].[K+].[K+].Cl>COCCOC.CO>[CH3:19][O:20][C:21]1[CH:22]=[C:23]2[C:28](=[CH:29][CH:30]=1)[CH:27]=[C:26]([C:2]1[C:10]3[C:5](=[CH:6][CH:7]=[C:8]([C:11]([NH2:12])=[O:38])[CH:9]=3)[NH:4][N:3]=1)[CH:25]=[CH:24]2 |f:3.4.5.6|. Procedure: The title compound was prepared as described in Example 408 using 3-bromo-1-perhydro-2H-pyran-2-yl-1H-indazole-5-carbonitrile (0.500 g, 1.6 mmol), in ethylene glycol dimethyl ether (30 mL), 6-methoxynaphthalene-2-boronic acid (0.395 g, 2.0 mmol), [1,1′-bis(diphenyl phosphino-ferrocene] complex with dichloromethane (1:1) (0.133 g, 0.16 mmol) and potassium phosphate (3.5 g, 16.3 mmol). Solvent was removed using a rotary evaporator and purification of the residue by column chromatography (silica ge...